From a dataset of the Open Reaction Database (ORD), a public repository of structured organic reaction records. describe an organic reaction: reactants, conditions, products, and yield Reactants: C[Si](C)(C)Br (trimethylsilyl bromide), C(C)OP(OCC)(=O)CCC(C(C(C(F)(F)F)(F)F)(F)F)(F)F (diethyl(3,3,4,4,5,5,6,6,6-nonafluorohexyl)phosphonate), O (water). Solvent: C(Cl)Cl (CH2Cl2). Reaction conditions: time 8 hour. Product: FC(CCP(O)(O)=O)(C(C(C(F)(F)F)(F)F)(F)F)F ((3,3,4,4,5,5,6,6,6-nonafluorohexyl)phosphonic acid). The yield is 95.0%. As a reaction SMILES: C[Si](Br)(C)C.C([O:8][P:9]([CH2:14][CH2:15][C:16]([F:28])([F:27])[C:17]([F:26])([F:25])[C:18]([F:24])([F:23])[C:19]([F:22])([F:21])[F:20])(=[O:13])[O:10]CC)C.O>C(Cl)Cl>[F:28][C:16]([F:27])([C:17]([F:25])([F:26])[C:18]([F:23])([F:24])[C:19]([F:21])([F:22])[F:20])[CH2:15][CH2:14][P:9](=[O:8])([OH:13])[OH:10]. Procedure: Neat 1,1,1,2,2,3,3,4,4-nonafluoro-6-iodohexane (10 mmol) was added to 50 mmol of triethyl phosphate. The reaction mixture was heated at 160° C. overnight to produce diethyl(3,3,4,4,5,5,6,6,6-nonafluorohexyl)phosphonate, which was isolated by fractional distillation (90-95% yield). Neat trimethylsilyl bromide (21 mmol) was added slowly to a solution of diethyl(3,3,4,4,5,5,6,6,6-nonafluorohexyl)phosphonate (7 mmol) in dry CH2Cl2 (25 mL) at 0° C. The reaction mixture was stirred overnight at room t... Reactants: BrC1=CC=C(C2=CC=CC=C12)NC(OC(C)(C)C)=O (tert-butyl (4-bromonaphthalen-1-yl)carbamate), C(CCC)[Li] (n-butyllithium), C(=O)C1=CC(=NC=C1)NC(OC(C)(C)C)=O (tert-butyl (4-formylpyridin-2-yl)carbamate). Solvent: C1CCOC1 (THF), C1CCOC1 (THF). Reaction conditions: temperature -78 celsius, time 1 hour. Product: C(C)(C)(C)OC(=O)NC1=CC=C(C2=CC=CC=C12)C(O)C1=CC(=NC=C1)NC(=O)OC(C)(C)C ((4-(tert-Butoxycarbonyl)aminonaphthalen-1-yl)(2-(tert-butoxy carbonyl)aminopyridin-4-yl)methanol), Intermediate F1. RXN SMILES: Br[C:2]1[C:11]2[C:6](=[CH:7][CH:8]=[CH:9][CH:10]=2)[C:5]([NH:12][C:13](=[O:19])[O:14][C:15]([CH3:18])([CH3:17])[CH3:16])=[CH:4][CH:3]=1.C([Li])CCC.[CH:25]([C:27]1[CH:32]=[CH:31][N:30]=[C:29]([NH:33][C:34](=[O:40])[O:35][C:36]([CH3:39])([CH3:38])[CH3:37])[CH:28]=1)=[O:26]>C1COCC1>[C:15]([O:14][C:13]([NH:12][C:5]1[C:6]2[C:11](=[CH:10][CH:9]=[CH:8][CH:7]=2)[C:2]([CH:25]([C:27]2[CH:32]=[CH:31][N:30]=[C:29]([NH:33][C:34]([O:35][C:36]([CH3:39])([CH3:38])[CH3:37])=[O:40])[CH:28]=2)[OH:26])=[CH:3][CH:4]=1)=[O:19])([CH3:18])([CH3:17])[CH3:16]. Procedure: To a stirred solution of tert-butyl (4-bromonaphthalen-1-yl)carbamate (WO 2006/010082) (2.09 g, 6.48 mmol) in dry THF (50 mL) under N2 at −78° C. was added n-butyllithium (2.5 M in hexanes, 5.5 mL, 13.8 mmol) over 15 mins. The resulting mixture was maintained at −78° C. for 1.5 hr and then treated with a solution of tert-butyl (4-formylpyridin-2-yl)carbamate (WO 2004/000831) (960 mg, 4.30 mmol) in dry THF (10 mL) in one portion. The reaction mixture was stirred at −78° C. for a further 1 hr and ... Reactants: CSC(Oc1ccc2ncc(C#C[Si](C)(C)C)cc2c1)C(=O)NC(C)(C)C, O=C([O-])[O-], CO, CCOC(C)=O, [K+], [K+]. Yields the product C#Cc1cnc2ccc(OC(SC)C(=O)NC(C)(C)C)cc2c1. As a reaction SMILES: [C:1]([CH3:2])([CH3:3])([CH3:4])[NH:5][C:6]([CH:7]([O:8][c:9]1[cH:10][c:11]2[cH:12][c:13]([C:19]#[C:20][Si:21]([CH3:22])([CH3:23])[CH3:24])[cH:14][n:15][c:16]2[cH:17][cH:18]1)[S:25][CH3:26])=[O:27].[C:28](=[O:29])([O-:30])[O-:31].[CH3:34][OH:35].[CH3:36][CH2:37][O:38][C:39](=[O:40])[CH3:41].[K+:32].[K+:33]>>[C:1]([CH3:2])([CH3:3])([CH3:4])[NH:5][C:6]([CH:7]([O:8][c:9]1[cH:10][c:11]2[cH:12][c:13]([C:19]#[CH:20])[cH:14][n:15][c:16]2[cH:17][cH:18]1)[S:25][CH3:26])=[O:27]. Yields the product C1(CC1)N(C(=O)C=1[C@H](NCCC1C1=CC=C(C=C1)OCCOC1=C(C=CC=C1Cl)Cl)COCOC)CC1=C(C(=CC=C1)Cl)Cl ((S)-N-Cyclopropyl-N-(2,3-dichlorobenzyl)-4-(4-(2-(2,6-dichlorophenoxy)ethoxy)phenyl)-2-((methoxymethoxy)methyl)-1,2,5,6-tetrahydropyridine-3-carboxamide). Conditions: time 2 hour. Starting materials: C1(CC1)N(C(=O)C=1[C@H](N(CCC1C1=CC=C(C=C1)OCCOC1=C(C=CC=C1Cl)Cl)C(=O)OC(C)(C)C)COCOC)CC1=C(C(=CC=C1)Cl)Cl ((S)-Tert-butyl 3-(cyclopropyl(2,3-dichlorobenzyl)carbamoyl)-4-(4-(2-(2,6-dichlorophenoxy)ethoxy)phenyl)-2-((methoxymethoxy)methyl)-5,6-dihydropyridine-1(2H)-carboxylate). Isolated yield 34.4%. The solvent is FC(C(=O)O)(F)F (trifluoroacetic acid), ClCCl (dichloromethane). As a reaction SMILES: [CH:1]1([N:4]([CH2:43][C:44]2[CH:49]=[CH:48][CH:47]=[C:46]([Cl:50])[C:45]=2[Cl:51])[C:5]([C:7]2[C@@H:8]([CH2:38][O:39][CH2:40][O:41][CH3:42])[N:9](C(OC(C)(C)C)=O)[CH2:10][CH2:11][C:12]=2[C:13]2[CH:18]=[CH:17][C:16]([O:19][CH2:20][CH2:21][O:22][C:23]3[C:28]([Cl:29])=[CH:27][CH:26]=[CH:25][C:24]=3[Cl:30])=[CH:15][CH:14]=2)=[O:6])[CH2:3][CH2:2]1>FC(F)(F)C(O)=O.ClCCl>[CH:1]1([N:4]([CH2:43][C:44]2[CH:49]=[CH:48][CH:47]=[C:46]([Cl:50])[C:45]=2[Cl:51])[C:5]([C:7]2[C@@H:8]([CH2:38][O:39][CH2:40][O:41][CH3:42])[NH:9][CH2:10][CH2:11][C:12]=2[C:13]2[CH:18]=[CH:17][C:16]([O:19][CH2:20][CH2:21][O:22][C:23]3[C:28]([Cl:29])=[CH:27][CH:26]=[CH:25][C:24]=3[Cl:30])=[CH:15][CH:14]=2)=[O:6])[CH2:3][CH2:2]1. Reported procedure: 9A (50 mg, 64 μmol) was dissolved in 10% trifluoroacetic acid in dichloromethane. The mixture was stirred at room temperature for 2 hours. Solvent was removed under vacuum. The residue was purified by preparatory LCMS (water:acetonitrile, 40-65%) to give Compound 5 (15 mg, 33%). ESI-MS:m/z 679.3 (M+H)+. The reactants are [H-].[Na+] (NaH), CCOCC.Cl (Et2O HCl), C1(=CC=CC=C1)C1CCN(CC1)C[C@H]1C[C@H](C2=C(CC1)C=CC=C2)O ((±)-cis-7-[(4-phenylpiperdin-1-yl)methyl]-6,7,8,9-tetrahydro-5H-benzocyclohepten-5-ol), C(C=C)Br (allyl bromide). Solvent: C1CCOC1 (THF), CCOCC (Et2O), C1CCOC1 (THF). Run at time 30 minute. Yields the product Cl.C(C=C)O[C@@H]1C[C@@H](CCC2=C1C=CC=C2)CN2CCC(CC2)C2=CC=CC=C2 ((±)-cis-5-Allyloxy-7-[(4-phenylpiperidin-1-yl)methyl]-6,7,8,9-tetrahydro-5H-benzocycloheptene hydrochloride). As a reaction SMILES: [C:1]1([CH:7]2[CH2:12][CH2:11][N:10]([CH2:13][C@@H:14]3[CH2:20][CH2:19][C:18]4[CH:21]=[CH:22][CH:23]=[CH:24][C:17]=4[C@H:16]([OH:25])[CH2:15]3)[CH2:9][CH2:8]2)[CH:6]=[CH:5][CH:4]=[CH:3][CH:2]=1.[H-].[Na+].[CH2:28](Br)[CH:29]=[CH2:30].CCOCC.[ClH:37]>C1COCC1.CCOCC>[ClH:37].[CH2:30]([O:25][C@H:16]1[C:17]2[CH:24]=[CH:23][CH:22]=[CH:21][C:18]=2[CH2:19][CH2:20][C@@H:14]([CH2:13][N:10]2[CH2:9][CH2:8][CH:7]([C:1]3[CH:2]=[CH:3][CH:4]=[CH:5][CH:6]=3)[CH2:12][CH2:11]2)[CH2:15]1)[CH:29]=[CH2:28] |f:1.2,4.5,8.9|. Procedure details: 0.2 g (0.596 mmol) of (±)-cis-7-[(4-phenylpiperdin-1-yl)methyl]-6,7,8,9-tetrahydro-5H-benzocyclohepten-5-ol dissolved in 5 ML THF were added dropwise to a suspension of 0.029 g (0.715 mmol) of NaH (60% dispersion in mineral oil) in 10 mL THF. After 30 min at room temperature, 0.12 mL of allyl bromide were added and the reaction mixture was refluxed 8 h. After cooling, the reaction mixture was quenched by addition of MeOH and the solvent was removed in vacuo. The residue was taken up in 1 N NaOH ... Reactants: Nc1ccc2c(cnn2Cc2ccccc2)c1, CC#N, Clc1ncnc2cc(I)ccc12. The product is Cl, Ic1ccc2c(Nc3ccc4c(cnn4Cc4ccccc4)c3)ncnc2c1. As a reaction SMILES: [CH2:13]([c:14]1[cH:15][cH:16][cH:17][cH:18][cH:19]1)[n:20]1[n:21][cH:22][c:23]2[cH:24][c:25]([NH2:29])[cH:26][cH:27][c:28]12.[CH3:30][C:31]#[N:32].[Cl:1][c:2]1[n:3][cH:4][n:5][c:6]2[cH:7][c:8]([I:12])[cH:9][cH:10][c:11]12>>[ClH:1].[c:2]1([NH:29][c:25]2[cH:24][c:23]3[cH:22][n:21][n:20]([CH2:13][c:14]4[cH:15][cH:16][cH:17][cH:18][cH:19]4)[c:28]3[cH:27][cH:26]2)[n:3][cH:4][n:5][c:6]2[cH:7][c:8]([I:12])[cH:9][cH:10][c:11]12.